This data is from the Open Reaction Database (ORD), a public repository of structured organic reaction records. The task is: describe an organic reaction: reactants, conditions, products, and yield Reactants: COc1cc(C=O)cc(Br)c1O, CN(C)S(=O)(=O)Cl, CN(C)C1CCCCC1, CCOC(C)=O, CCCCCC. The product is COc1cc(C=O)cc(Br)c1S(=O)(=O)N(C)C. RXN SMILES: [Br:1][c:2]1[c:3]([OH:12])[c:4]([O:10][CH3:11])[cH:5][c:6]([CH:7]=[O:8])[cH:9]1.[CH3:13][N:14]([S:15](=[O:16])(=[O:17])[Cl:18])[CH3:19].[CH3:20][N:21]([CH:22]1[CH2:23][CH2:24][CH2:25][CH2:26][CH2:27]1)[CH3:28].[CH3:29][CH2:30][O:31][C:32]([CH3:33])=[O:34].[CH3:35][CH2:36][CH2:37][CH2:38][CH2:39][CH3:40]>>[Br:1][c:2]1[c:3]([S:15]([N:14]([CH3:13])[CH3:19])(=[O:16])=[O:17])[c:4]([O:10][CH3:11])[cH:5][c:6]([CH:7]=[O:8])[cH:9]1. The reactants are OC1=CC=C(C=C1)C1=CC(=C(C=C1)C=O)C (4′-hydroxy-3-methyl[1,1′-biphenyl]-4-carbaldehyde), Cl.NO (hydroxylamine hydrochloride), N1=CC=CC=C1 (pyridine). The solvent is CO (methanol). Yields the product OC1=CC=C(C=C1)C1=CC(=C(C=C1)C=NO)C (4′-Hydroxy-3-methyl[1,1′-biphenyl]-4-carbaldehyde oxime). Isolated yield 53.3%. Reaction SMILES: [OH:1][C:2]1[CH:7]=[CH:6][C:5]([C:8]2[CH:13]=[CH:12][C:11]([CH:14]=O)=[C:10]([CH3:16])[CH:9]=2)=[CH:4][CH:3]=1.Cl.[NH2:18][OH:19].N1C=CC=CC=1>CO>[OH:1][C:2]1[CH:7]=[CH:6][C:5]([C:8]2[CH:13]=[CH:12][C:11]([CH:14]=[N:18][OH:19])=[C:10]([CH3:16])[CH:9]=2)=[CH:4][CH:3]=1 |f:1.2|. Reported procedure: A mixture of 4′-hydroxy-3-methyl[1,1′-biphenyl]-4-carbaldehyde (310 mg, 1.46 mmol), hydroxylamine hydrochloride (203 mg, 2.92 mmol) and pyridine (236 ul, 2.92 mmol) in 15 mL absolute methanol was refluxed for 2.5 h. The solvent was removed under reduced pressure and the mixture was dissolved in ethyl acetate and water, extracted with ethyl acetate (×3), washed with brine, dried over sodium sulfate, and filtered. Evaporation of the solvent and purification by recrystallization (ethyl acetate, ace...